From a dataset of the Open Reaction Database (ORD), a public repository of structured organic reaction records. describe an organic reaction: reactants, conditions, products, and yield The reactants are C(C)(C)(C)OP(=O)(OC(C)(C)C)[O-].C(CCC)[N+](CCCC)(CCCC)CCCC (Tetra-n-butylammonium di-tert-butyl phosphate), BrCCBr (1,2-dibromoethane). The solvent is C(OC)COC (dimethoxyethane). The product is P(=O)(OCCBr)(OC(C)(C)C)OC(C)(C)C (2-bromoethyl di-tert-butyl phosphate). Yield: 46.2%. Reaction SMILES: [C:1]([O:5][P:6]([O-:13])([O:8][C:9]([CH3:12])([CH3:11])[CH3:10])=[O:7])([CH3:4])([CH3:3])[CH3:2].C([N+](CCCC)(CCCC)CCCC)CCC.[Br:31][CH2:32][CH2:33]Br>C(COC)OC>[P:6]([O:5][C:1]([CH3:4])([CH3:3])[CH3:2])([O:8][C:9]([CH3:12])([CH3:11])[CH3:10])([O:13][CH2:33][CH2:32][Br:31])=[O:7] |f:0.1|. Procedure details: Tetra-n-butylammonium di-tert-butyl phosphate (4.0 g, 8.87 mmol) and 1,2-dibromoethane (5.0 g, 26.7 mmol) in dimethoxyethane (20 ml) were stirred and refluxed for 4 hr. then cooled to room temperature and filtered. The filtrate was concentrated, diluted with diethyl ether, washed with 20% aqueous potassium carbonate solution, dried over magnesium sulphate and evaporated to leave a colourless oil. The crude product was purified by silica gel chromatography eluting with a 20-50% mixture of ethyl a... The reactants are C1(CC1)S(=O)(=O)NC(=O)C1(C(C1)C=C)NC(=O)C1C(CC(C1)OC1=NC(=NC=C1)Cl)C(=O)N(C)CCCCC=C (N-(1-Cyclopropanesulfonylaminocarbonyl-2-vinyl-cyclopropyl)-2-(hex-5-enyl-methyl-amino-carbonyl)-4-(2-chloropyrimidin-4-yloxy)-cyclopentane-carboxamide), N1CCOCC1 (morpholine). Reagents/catalysts: Hoyeda-Grubbs II. The solvent is C1CCOC1 (THF), ClCCCl (DCE). Run at temperature 150 celsius. The product is CN1CCCCC=CC2CC2(NC(C2CC(CC2C1=O)OC1=NC(=NC=C1)N1CCOCC1)=O)C(=O)NS(=O)(=O)C1CC1 (Cyclopropanesulfonic acid [13-methyl-17-(2-morpholin-4-yl-pyrimidin-4-yloxy)-2,14-dioxo-3,13-diaza-tricyclo[13.3.0.0*4,6*]octadec-7-ene-4-carbonyl]-amide). Reaction SMILES: [CH:1]1([S:4]([NH:7][C:8]([C:10]2([NH:15][C:16]([CH:18]3[CH2:22][CH:21]([O:23][C:24]4[CH:29]=[CH:28][N:27]=[C:26](Cl)[N:25]=4)[CH2:20][CH:19]3[C:31]([N:33]([CH2:35][CH2:36][CH2:37][CH2:38][CH:39]=[CH2:40])[CH3:34])=[O:32])=[O:17])[CH2:12][CH:11]2C=C)=[O:9])(=[O:6])=[O:5])[CH2:3][CH2:2]1.[NH:41]1[CH2:46][CH2:45][O:44][CH2:43][CH2:42]1>C1COCC1.ClCCCl>[CH3:34][N:33]1[C:31](=[O:32])[CH:19]2[CH:18]([CH2:22][CH:21]([O:23][C:24]3[CH:29]=[CH:28][N:27]=[C:26]([N:41]4[CH2:46][CH2:45][O:44][CH2:43][CH2:42]4)[N:25]=3)[CH2:20]2)[C:16](=[O:17])[NH:15][C:10]2([C:8]([NH:7][S:4]([CH:1]3[CH2:3][CH2:2]3)(=[O:6])=[O:5])=[O:9])[CH:11]([CH2:12]2)[CH:40]=[CH:39][CH2:38][CH2:37][CH2:36][CH2:35]1. Reported procedure: Compound 10f (31 mg, 0.052 mmol) and morpholine (0.1 ml) in THF was left at ambient temperature for 20 hrs, volatiles were stripped of and the residue was dissolved in DCE (15 ml) to which Hoyeda-Grubbs II catalyst (7 mg) was added. The mixture was heated in a microwave oven at 150° C. for 10 min under an atmosphere of nitrogen, then concentrated to dryness and purified by column chromatography on silica gel eluted with DCM-MeOH 2% followed by prep. HPLC-MS-UV to give pure title compound, (4.7 m... Starting materials: BrCC#N (Bromoacetonitrile), BrC1=CC(=C(C=C1)O)CC (4-bromo-2-ethylphenol), C([O-])([O-])=O.[K+].[K+] (potassium carbonate). Run in CN(C)C=O (DMF). Run at time 12 hour. Yields the product BrC1=CC(=C(OCC#N)C=C1)CC ((4-bromo-2-ethylphenoxy)acetonitrile). The yield is 83.8%. Reaction SMILES: Br[CH2:2][C:3]#[N:4].[Br:5][C:6]1[CH:11]=[CH:10][C:9]([OH:12])=[C:8]([CH2:13][CH3:14])[CH:7]=1.C(=O)([O-])[O-].[K+].[K+]>CN(C=O)C>[Br:5][C:6]1[CH:11]=[CH:10][C:9]([O:12][CH2:2][C:3]#[N:4])=[C:8]([CH2:13][CH3:14])[CH:7]=1 |f:2.3.4|. Procedure details: Bromoacetonitrile (1.19 ml, 9.94 mmol) was added to a solution of 4-bromo-2-ethylphenol (2.0 g, 9.94 mmol) and potassium carbonate (1.35 g, 9.94 mmol) in DMF (50 ml). The reaction was stirred for 12 hours and then partitioned between diethyl ether (200 ml) and water (200 ml). The organics were separated, dried over magnesium sulfate, filtered and concentrated in vacuuo to afford the title compound as a yellow oil (2.0 g). 1H NMR (CDCl3): δ 1.13 (t, J=12.07 Hz, 3 H), 2.45 (m, 2H), 4.84 (s, 2H), 7... The reactants are [OH-].[K+] (potassium hydroxide), C(C)OC(=O)C1=CC2=C(S1)C=C(C(=C2)OC)OC (5,6-dimethoxy-benzo[b]thiophene-2-carboxylic acid ethyl ester), resultant mixture, Cl.NO (Hydroxylamine hydrochloride). The solvent is C(C)O (ethanol), C(C)O (ethanol), C(C)O (ethanol). Reaction conditions: time 72 hour. The product is ONC(=O)C1=CC2=C(S1)C=C(C(=C2)OC)OC (N-hydroxy-5,6-dimethoxy-benzo[b]thiophene-2-carboxamide). The yield is 87.3%. Reaction SMILES: Cl.[NH2:2][OH:3].[OH-].[K+].C([O:8][C:9]([C:11]1[S:15][C:14]2[CH:16]=[C:17]([O:22][CH3:23])[C:18]([O:20][CH3:21])=[CH:19][C:13]=2[CH:12]=1)=O)C>C(O)C>[OH:3][NH:2][C:9]([C:11]1[S:15][C:14]2[CH:16]=[C:17]([O:22][CH3:23])[C:18]([O:20][CH3:21])=[CH:19][C:13]=2[CH:12]=1)=[O:8] |f:0.1,2.3|. Procedure details: Hydroxylamine hydrochloride (5.3 g) was dissolved in warm ethanol (100 ml). The solution was stirred under an atmosphere of nitrogen and treated with a warm solution of potassium hydroxide (6.4 g) in ethanol (50 ml). After 10 min. a solution of 5,6-dimethoxy-benzo[b]thiophene-2-carboxylic acid ethyl ester (10 g) in ethanol (250 ml) was added and the resultant mixture was allowed to stand at room temperature for 72 hours. The resultant suspension was filtered to remove the precipitated potassium ... RXN SMILES: [CH2:23]([O:24][P:25](=[O:26])([O:27][CH2:28][CH3:29])[CH2:31][C:32]#[N:33])[CH3:30].[CH2:68]1[O:69][CH2:70][CH2:71][CH2:72]1.[CH3:34][Si:35]([N-:36][Si:37]([CH3:38])([CH3:39])[CH3:40])([CH3:41])[CH3:42].[Li+:43].[O:1]1[CH2:2][CH2:3][O:4][c:5]2[c:6]1[cH:7][cH:8][c:9]([C:11](=[O:12])[c:13]1[cH:14][c:15]3[c:16]([cH:21][cH:22]1)[O:17][CH2:18][CH2:19][O:20]3)[cH:10]2.[O:44]1[c:45]2[cH:46][cH:47][c:48]([C:49]([c:50]3[cH:51][c:52]([O:53][CH3:54])[cH:55][c:56]([O:57][CH3:58])[cH:59]3)=[CH:60][C:61]#[N:62])[cH:63][c:64]2[O:65][CH2:66][CH2:67]1>>[O:1]1[CH2:2][CH2:3][O:4][c:5]2[c:6]1[cH:7][cH:8][c:9]([C:11]([c:13]1[cH:14][c:15]3[c:16]([cH:21][cH:22]1)[O:17][CH2:18][CH2:19][O:20]3)=[CH:31][C:32]#[N:33])[cH:10]2. Reactants: CCOP(=O)(CC#N)OCC, C1CCOC1, C[Si](C)(C)[N-][Si](C)(C)C, [Li+], O=C(c1ccc2c(c1)OCCO2)c1ccc2c(c1)OCCO2, COc1cc(OC)cc(C(=CC#N)c2ccc3c(c2)OCCO3)c1. Yields the product N#CC=C(c1ccc2c(c1)OCCO2)c1ccc2c(c1)OCCO2. Starting materials: O=C(O)CC12CC3CC(CC(C3)C1)C2, C1COCCO1, [Cl-], Nc1cccc2c(=O)n(Cc3ccccc3)ccc12. Product: O=C(CC12CC3CC(CC(C3)C1)C2)Nc1cccc2c(=O)n(Cc3ccccc3)ccc12. Reaction SMILES: [C:21]12([CH2:31][C:32](=[O:33])[OH:34])[CH2:22][CH:23]3[CH2:24][CH:25]([CH2:26][CH:27]([CH2:28]1)[CH2:29]3)[CH2:30]2.[CH2:35]1[O:36][CH2:37][CH2:38][O:39][CH2:40]1.[Cl-:20].[NH2:1][c:2]1[c:3]2[cH:4][cH:5][n:6]([CH2:13][c:14]3[cH:15][cH:16][cH:17][cH:18][cH:19]3)[c:7](=[O:12])[c:8]2[cH:9][cH:10][cH:11]1>>[NH:1]([c:2]1[c:3]2[cH:4][cH:5][n:6]([CH2:13][c:14]3[cH:15][cH:16][cH:17][cH:18][cH:19]3)[c:7](=[O:12])[c:8]2[cH:9][cH:10][cH:11]1)[C:32]([CH2:31][C:21]12[CH2:22][CH:23]3[CH2:24][CH:25]([CH2:26][CH:27]([CH2:28]1)[CH2:29]3)[CH2:30]2)=[O:33]. The reactants are ClC(=O)OCC1=CC=CC=C1 (benzyl chloroformate), NC1=C(C=C(C=C1)[N+](=O)[O-])O (2-amino-5-nitrophenol), C([O-])([O-])=O.[Ca+2] (calcium carbonate). The solvent is O1CCOCC1 (dioxane). The product is C(C1=CC=CC=C1)OC(=O)NC1=C(C=C(C=C1)[N+](=O)[O-])O (2-(N-benzyloxycarbonylamino) -5-nitrophenol). Reaction SMILES: Cl[C:2]([O:4][CH2:5][C:6]1[CH:11]=[CH:10][CH:9]=[CH:8][CH:7]=1)=[O:3].[NH2:12][C:13]1[CH:18]=[CH:17][C:16]([N+:19]([O-:21])=[O:20])=[CH:15][C:14]=1[OH:22].C(=O)([O-])[O-].[Ca+2]>O1CCOCC1>[CH2:5]([O:4][C:2]([NH:12][C:13]1[CH:18]=[CH:17][C:16]([N+:19]([O-:21])=[O:20])=[CH:15][C:14]=1[OH:22])=[O:3])[C:6]1[CH:11]=[CH:10][CH:9]=[CH:8][CH:7]=1 |f:2.3|. Reported procedure: 3.58 moles (536 ml) of benzyl chloroformate (95%) are added in the course of 45 minutes to 3.25 moles (500 g) of 2-amino-5-nitrophenol and 204.5 g of calcium carbonate in 1.5 liter of dioxane brought to 70° C., the temperature being maintained at between 70° C. and 80° C. When the addition is complete, heating is maintained for a further 30 minutes. The inorganic salts present in the reaction medium are removed by filtration while hot. After the addition of ice-cold water to the filtrate, the ex... Reaction SMILES: [C:34](=[O:35])([OH:36])[O-:37].[CH2:29]1[CH2:30][CH2:31][NH:32][CH2:33]1.[CH2:39]([Cl:40])[Cl:41].[Na+:38].[OH:1][c:2]1[cH:3][cH:4][c:5]([CH2:6][N:7]([S:8](=[O:9])(=[O:10])[c:11]2[cH:12][cH:13][cH:14][cH:15][cH:16]2)[c:17]2[cH:18][cH:19][c:20]([CH2:23][CH2:24][CH:25]=[O:26])[cH:21][cH:22]2)[cH:27][cH:28]1>>[OH:1][c:2]1[cH:3][cH:4][c:5]([CH2:6][N:7]([S:8](=[O:9])(=[O:10])[c:11]2[cH:12][cH:13][cH:14][cH:15][cH:16]2)[c:17]2[cH:18][cH:19][c:20]([CH2:23][CH2:24][CH2:25][N:32]3[CH2:31][CH2:30][CH2:29][CH2:33]3)[cH:21][cH:22]2)[cH:27][cH:28]1. Product: O=S(=O)(c1ccccc1)N(Cc1ccc(O)cc1)c1ccc(CCCN2CCCC2)cc1. Starting materials: O=C([O-])O, C1CCNC1, ClCCl, [Na+], O=CCCc1ccc(N(Cc2ccc(O)cc2)S(=O)(=O)c2ccccc2)cc1. Reactants: C1CNCCN1, Clc1cncc(OCc2ccc(-c3ccccn3)cc2)n1, [K+], [K+], O=C([O-])[O-]. Yields the product c1ccc(-c2ccc(COc3cncc(N4CCNCC4)n3)cc2)nc1. RXN SMILES: [CH2:22]1[CH2:23][NH:24][CH2:25][CH2:26][NH:27]1.[Cl:1][c:2]1[n:3][c:4]([O:8][CH2:9][c:10]2[cH:11][cH:12][c:13](-[c:16]3[n:17][cH:18][cH:19][cH:20][cH:21]3)[cH:14][cH:15]2)[cH:5][n:6][cH:7]1.[K+:28].[K+:29].[O-:30][C:31]([O-:32])=[O:33]>>[c:2]1([N:24]2[CH2:23][CH2:22][NH:27][CH2:26][CH2:25]2)[n:3][c:4]([O:8][CH2:9][c:10]2[cH:11][cH:12][c:13](-[c:16]3[n:17][cH:18][cH:19][cH:20][cH:21]3)[cH:14][cH:15]2)[cH:5][n:6][cH:7]1.